This data is from the Open Reaction Database (ORD), a public repository of structured organic reaction records. The task is: describe an organic reaction: reactants, conditions, products, and yield Reactants: BrC1C=2C=CC=C(C2C(C2=C(C=CC=C12)O)=O)O (10-Bromo-1,8-dihydroxy-9-anthrone), C1(=CC=CC=C1)S (thiophenol). The solvent is ClCCl (dichloromethane). Run at time 5 hour. Product: OC1=CC=CC=2C(C3=CC=CC(=C3C(C12)=O)O)SC1=CC=CC=C1 (1,8-dihydroxy-10-phenylthio-9-anthrone). Isolated yield 87.0%. Reaction SMILES: Br[CH:2]1[C:15]2[C:10](=[C:11]([OH:16])[CH:12]=[CH:13][CH:14]=2)[C:9](=[O:17])[C:8]2[C:7]([OH:18])=[CH:6][CH:5]=[CH:4][C:3]1=2.[C:19]1([SH:25])[CH:24]=[CH:23][CH:22]=[CH:21][CH:20]=1>ClCCl>[OH:18][C:7]1[C:8]2[C:9](=[O:17])[C:10]3[C:15](=[CH:14][CH:13]=[CH:12][C:11]=3[OH:16])[CH:2]([S:25][C:19]3[CH:24]=[CH:23][CH:22]=[CH:21][CH:20]=3)[C:3]=2[CH:4]=[CH:5][CH:6]=1. Procedure details: 10-Bromo-1,8-dihydroxy-9-anthrone (3.05 g) was dissolved in dichloromethane (100 ml) and thiophenol (1.1 ml) was added. The red-brown solution became yellow-green, and was then left, with stirring, at room temperature for 5 hours. Removal of the solvent gave a yellow solid which, after recrystallisation from a hexane/chloroform mixture (10:1), afforded 1,8-dihydroxy-10-phenylthio-9-anthrone (2.89 g, 87%) as pale yellow needles, melting point 156°-157° C. (Found: C 71.8, H 4.2, S 9.95; C20H14O3S ... The reactants are ClCCl, O=C(Cl)C(=O)Cl, CN(C)C=O, O=C(O)c1cc2ccccc2o1. Yields the product O=C(Cl)c1cc2ccccc2o1. Reaction SMILES: [CH2:24]([Cl:25])[Cl:26].[Cl:18][C:19]([C:20]([Cl:21])=[O:22])=[O:23].[O:1]=[CH:2][N:3]([CH3:4])[CH3:5].[o:6]1[c:7]([C:15](=[O:16])[OH:17])[cH:8][c:9]2[c:10]1[cH:11][cH:12][cH:13][cH:14]2>>[o:6]1[c:7]([C:15](=[O:17])[Cl:18])[cH:8][c:9]2[c:10]1[cH:11][cH:12][cH:13][cH:14]2.